From a dataset of the Open Reaction Database (ORD), a public repository of structured organic reaction records. describe an organic reaction: reactants, conditions, products, and yield Starting materials: C(CCCCCCCCCCCCCCC)NC1=CC=C(C(=O)O)C=C1 (4-n-hexadecylaminobenzoic acid), OCC(C)O (1,2-dihydroxypropane), B(F)(F)F.CCOCC (boron trifluoride etherate). Solvent: C(Cl)Cl (methylene chloride). Reaction conditions: time 8 hour. Product: C(CCCCCCCCCCCCCCC)NC1=CC=C(C(=O)OCC(C)O)C=C1 (2-hydroxypropyl 4-(n-hexadecylamino)benzoate). Reaction SMILES: [CH2:1]([NH:17][C:18]1[CH:26]=[CH:25][C:21]([C:22]([OH:24])=[O:23])=[CH:20][CH:19]=1)[CH2:2][CH2:3][CH2:4][CH2:5][CH2:6][CH2:7][CH2:8][CH2:9][CH2:10][CH2:11][CH2:12][CH2:13][CH2:14][CH2:15][CH3:16].O[CH2:28][CH:29]([OH:31])[CH3:30].B(F)(F)F.CCOCC>C(Cl)Cl>[CH2:1]([NH:17][C:18]1[CH:19]=[CH:20][C:21]([C:22]([O:24][CH2:28][CH:29]([OH:31])[CH3:30])=[O:23])=[CH:25][CH:26]=1)[CH2:2][CH2:3][CH2:4][CH2:5][CH2:6][CH2:7][CH2:8][CH2:9][CH2:10][CH2:11][CH2:12][CH2:13][CH2:14][CH2:15][CH3:16] |f:2.3|. Procedure: A solution of 7.2 g. of 4-n-hexadecylaminobenzoic acid, 15.2 g. of 1,2-dihydroxypropane, and 3.9 ml. of boron trifluoride etherate are stirred together, under nitrogen, at 115° C. for 19 hours. The solution is cooled, diluted with methylene chloride, and placed in a freezer overnight. The solid is collected, washed with hexane, and oven-dried to yield a white solid. The solid is recrystallized from hexane and chromatographed on alumina with chloroform. This process yields 2-hydroxypropyl 4-(n-he... The reactants are C(C)(C)(C)OC(=O)N1CCC=2C(=C(N3N=CC=C3N2)Cl)CC1 (10-chloro-5,6,8,9-tetrahydro-1,4,7,10a-tetraaza-cyclohepta[f]indene-7-carboxylic acid tert-butyl ester), N1CC(C1)C=1OC2=C(N1)C=CC=C2 (2-azetidin-3-yl-benzooxazole), amine. Product: O1C(=NC2=C1C=CC=C2)C2CN(C2)C=2N1N=CC=C1N=C1C2CCNCC1 (10-(3-Benzooxazol-2-yl-azetidin-1-yl)-6,7,8,9-tetrahydro-5H-1,4,7,10a-tetraaza-cyclohepta[f]indene). RXN SMILES: C(OC([N:8]1[CH2:22][CH2:21][C:12]2=[C:13](Cl)[N:14]3[C:18]([N:19]=[C:11]2[CH2:10][CH2:9]1)=[CH:17][CH:16]=[N:15]3)=O)(C)(C)C.[NH:23]1[CH2:26][CH:25]([C:27]2[O:28][C:29]3[CH:35]=[CH:34][CH:33]=[CH:32][C:30]=3[N:31]=2)[CH2:24]1>>[O:28]1[C:29]2[CH:35]=[CH:34][CH:33]=[CH:32][C:30]=2[N:31]=[C:27]1[CH:25]1[CH2:24][N:23]([C:13]2[N:14]3[C:18]([N:19]=[C:11]4[CH2:10][CH2:9][NH:8][CH2:22][CH2:21][C:12]=24)=[CH:17][CH:16]=[N:15]3)[CH2:26]1. Procedure: The product was prepared using 10-chloro-5,6,8,9-tetrahydro-1,4,7,10a-tetraaza-cyclohepta[f]indene-7-carboxylic acid tert-butyl ester in route 1 (step e and f), in step e (route 1) 2-azetidin-3-yl-benzooxazole was used as the amine. Reactants: BrC=1C=C(C=C(C1)OC(F)(F)F)C1=CC(=NN1C1=CC(=NC=C1)C(F)(F)F)C(=O)O (5-(3-Bromo-5-trifluoromethoxyphenyl)-1-(2-trifluoromethylpyridin-4-yl)-1H-pyrazole-3-carboxylic acid), ClC=1C=C(C=C(C1)F)C1=CC(=NN1C1=NC=CC=C1)C(=O)N1CNC(C1)=O (1-{[5-(3-Chloro-5-fluorophenyl)-1-(pyridin-2-yl)-1H-pyrazol-3-yl]carbonyl}imidazolidin-4-one), O=C1NCCNC1 (2-oxopiperazine). The product is BrC=1C=C(C=C(C1)OC(F)(F)F)C1=CC(=NN1C1=CC(=NC=C1)C(F)(F)F)C(=O)N1CC(NCC1)=O (4-({5-[3-Bromo-5-(trifluoromethoxy)phenyl]-1-[2-(trifluoromethyl)pyridin-4-yl]-1H-pyrazol-3-yl}carbonyl)piperazin-2-one). Reaction SMILES: [Br:1][C:2]1[CH:3]=[C:4]([C:13]2[N:17]([C:18]3[CH:23]=[CH:22][N:21]=[C:20]([C:24]([F:27])([F:26])[F:25])[CH:19]=3)[N:16]=[C:15]([C:28]([OH:30])=O)[CH:14]=2)[CH:5]=[C:6]([O:8][C:9]([F:12])([F:11])[F:10])[CH:7]=1.ClC1C=C(C2N(C3C=CC=CN=3)N=C([C:50]([N:52]3[CH2:56][C:55](=[O:57])[NH:54][CH2:53]3)=O)C=2)C=C(F)C=1.O=C1CNCCN1>>[Br:1][C:2]1[CH:3]=[C:4]([C:13]2[N:17]([C:18]3[CH:23]=[CH:22][N:21]=[C:20]([C:24]([F:27])([F:25])[F:26])[CH:19]=3)[N:16]=[C:15]([C:28]([N:52]3[CH2:50][CH2:53][NH:54][C:55](=[O:57])[CH2:56]3)=[O:30])[CH:14]=2)[CH:5]=[C:6]([O:8][C:9]([F:11])([F:10])[F:12])[CH:7]=1. Procedure details: 75 mg (0.15 mmol) of the compound of Example 47A is reacted analogously to the synthesis of the compound of Example 1 with 17 mg (0.17 mmol) of 2-oxopiperazine. 74 mg (84% of theory) of the title compound is obtained. The reactants are C(N)(=O)C(C)SC(C)=NO (1-(1-carbamoylethylthio)acetaldoxime), CN=C=O (methyl isocyanate). The reagents and catalysts are C(C)N(CC)CC (triethylamine). Solvent: CC(=O)C (acetone). Reaction conditions: time 2 day. The product is CNC(=O)ON=C(C)SC(C)C(N)=O (1-(1-carbamoylethylthio]acetaldehyde O-(methylcarbamoyl)oxime). Isolated yield 74.0%. As a reaction SMILES: [C:1]([CH:4]([S:6][C:7](=[N:9][OH:10])[CH3:8])[CH3:5])(=[O:3])[NH2:2].[CH3:11][N:12]=[C:13]=[O:14]>C(N(CC)CC)C.CC(C)=O>[CH3:11][NH:12][C:13]([O:10][N:9]=[C:7]([S:6][CH:4]([C:1](=[O:3])[NH2:2])[CH3:5])[CH3:8])=[O:14]. Reported procedure: A mixture of 4.0 g (0.0247 m) of 1-(1-carbamoylethylthio)acetaldoxime, 75 ml of dry acetone, 4.0 g (0.07 m) of methyl isocyanate, and 2 drops of triethylamine was allowed to stand at room temperature, with occasional shaking, for two days. The acetone and excess methyl isocyanate were removed from the product under reduced pressure. The white solid residue was recrystallized from ethanol and then dried at room temperature to give 4.0 g (74% yield) of 1-(1-carbamoylethylthio]acetaldehyde O-(methy... The reactants are C=O, CO, COc1ccc(CC(N)c2ccccc2)cc1OC. Yields the product COc1cc2c(cc1OC)CC(c1ccccc1)NC2. Reaction SMILES: [CH2:20]=[O:21].[CH3:22][OH:23].[c:1]1([CH:7]([CH2:8][c:9]2[cH:10][c:11]([O:17][CH3:18])[c:12]([O:15][CH3:16])[cH:13][cH:14]2)[NH2:19])[cH:2][cH:3][cH:4][cH:5][cH:6]1>>[c:1]1([CH:7]2[CH2:8][c:9]3[cH:10][c:11]([O:17][CH3:18])[c:12]([O:15][CH3:16])[cH:13][c:14]3[CH2:20][NH:19]2)[cH:2][cH:3][cH:4][cH:5][cH:6]1.